This data is from the Open Reaction Database (ORD), a public repository of structured organic reaction records. The task is: describe an organic reaction: reactants, conditions, products, and yield The reactants are FC(C(=O)O)(F)F (trifluoroacetic acid), C(Cl)Cl (methylene chloride), BrC=1C(=NC=CC1)C(=O)NCCNC(OC(C)(C)C)=O (t-butyl [2-(3-bromopyridine-2-carboxamido)ethyl]carbamate). Product: Cl.NCCNC(=O)C1=NC=CC=C1Br (N-(2-aminoethyl)-3-bromopyridine-2-carboxamide hydrochloride). Reaction SMILES: [Br:1][C:2]1[C:3]([C:8]([NH:10][CH2:11][CH2:12][NH:13]C(=O)OC(C)(C)C)=[O:9])=[N:4][CH:5]=[CH:6][CH:7]=1.FC(F)(F)C(O)=O.C(Cl)[Cl:29]>>[ClH:29].[NH2:13][CH2:12][CH2:11][NH:10][C:8]([C:3]1[C:2]([Br:1])=[CH:7][CH:6]=[CH:5][N:4]=1)=[O:9] |f:3.4|. Procedure details: 3.2 g of t-butyl [2-(3-bromopyridine-2-carboxamido)ethyl]carbamate were heated to reflux for 4 hours with 3.5 ml of methylene chloride and 3.5 ml of trifluoroacetic acid. The reaction mixture was concentrated under reduced pressure, the residue was dissolved in ethanol and the solution was treated with an equimolar amount of ethanolic hydrochloric acid. The hydrochloride was recrystallized from methanol/ether, whereby there was obtained N-(2-aminoethyl)-3-bromopyridine-2-carboxamide hydrochlorid... The reactants are BrC=1C(=NC=C(C(=O)NC2=CC(=C(C=C2)SC(F)(F)F)F)C1)Cl (5-bromo-6-chloro-N-(3-fluoro-4-((trifluoromethyl)thio)phenyl)nicotinamide), N1C[C@@H](CC1)O ((R)-pyrrolidin-3-ol). Product: BrC=1C(=NC=C(C(=O)NC2=CC(=C(C=C2)SC(F)(F)F)F)C1)N1C[C@@H](CC1)O ((R)-5-Bromo-N-(3-fluoro-4-((trifluoromethyl)thio)phenyl)-6-(3-hydroxypyrrolidin-1-yl)nicotinamide). RXN SMILES: [Br:1][C:2]1[C:3](Cl)=[N:4][CH:5]=[C:6]([CH:22]=1)[C:7]([NH:9][C:10]1[CH:15]=[CH:14][C:13]([S:16][C:17]([F:20])([F:19])[F:18])=[C:12]([F:21])[CH:11]=1)=[O:8].[NH:24]1[CH2:28][CH2:27][C@@H:26]([OH:29])[CH2:25]1>>[Br:1][C:2]1[C:3]([N:24]2[CH2:28][CH2:27][C@@H:26]([OH:29])[CH2:25]2)=[N:4][CH:5]=[C:6]([CH:22]=1)[C:7]([NH:9][C:10]1[CH:15]=[CH:14][C:13]([S:16][C:17]([F:20])([F:19])[F:18])=[C:12]([F:21])[CH:11]=1)=[O:8]. Procedure details: The title compound was prepared in an analogous fashion to that described in Stage 33.1 using 5-bromo-6-chloro-N-(3-fluoro-4-((trifluoromethyl)thio)phenyl)nicotinamide (Stage 205.2) and (R)-pyrrolidin-3-ol to afford an off-white crystalline solid. HPLC (Condition 4) tR=6.11 min, UPLC-MS (Condition 3) tR=1.23 min, m/z=480.1 [M+H]+.